From a dataset of the Open Reaction Database (ORD), a public repository of structured organic reaction records. describe an organic reaction: reactants, conditions, products, and yield Starting materials: C[Si](C)(C)[N-][Si](C)(C)C.[K+] (Potassium bis(trimethylsilyl)amide), solution, Cl.C(C1=CC=CC=C1)N1C[C@H]2C(N3C4=C(C=CC=C4[C@@H]2C1)CCC3)=O ((±)-trans-10-benzyl-5,6,9,10,11,11a-hexahydro-4H-pyrido[3,2,1-ij]pyrrolo[3,4-c]quinolin-8(8aH)-one, hydrochloride salt), C1COCCOCCOCCOCCOCCO1 (18-crown-6), COC(=O)CP(OCC(F)(F)F)(OCC(F)(F)F)=O (bis(2,2,2-trifluoroethyl) (methoxycarbonylmethyl)phosphonate). Solvent: C1(=CC=CC=C1)C (toluene), O1CCCC1 (tetrahydrofuran), O1CCCC1 (tetrahydrofuran). Reaction conditions: temperature -78 celsius, time 30 minute. Yields the product Cl.C(C1=CC=CC=C1)N1C[C@H]2C(N3C4=C(C=CC=C4[C@H]2C1)CCC3)=O ((±)-cis-10-benzyl-5,6,9,10,11,11a-hexahydro-4H-pyrido[3,2,1-ij]pyrrolo[3,4-c]quinolin-8(8aH)-one, hydrochloride salt). Isolated yield 93.0%. RXN SMILES: C1OCCOCCOCCOCCOCCOC1.COC(CP(=O)(OCC(F)(F)F)OCC(F)(F)F)=O.C[Si]([N-][Si](C)(C)C)(C)C.[K+].[ClH:48].[CH2:49]([N:56]1[CH2:68][C@@H:67]2[C@H:58]([C:59](=[O:72])[N:60]3[CH2:71][CH2:70][CH2:69][C:62]4[CH:63]=[CH:64][CH:65]=[C:66]2[C:61]3=4)[CH2:57]1)[C:50]1[CH:55]=[CH:54][CH:53]=[CH:52][CH:51]=1>O1CCCC1.C1(C)C=CC=CC=1>[ClH:48].[CH2:49]([N:56]1[CH2:68][C@H:67]2[C@H:58]([C:59](=[O:72])[N:60]3[CH2:71][CH2:70][CH2:69][C:62]4[CH:63]=[CH:64][CH:65]=[C:66]2[C:61]3=4)[CH2:57]1)[C:50]1[CH:51]=[CH:52][CH:53]=[CH:54][CH:55]=1 |f:2.3,4.5,8.9|. Procedure details: To a solution of 18-crown-6 (7.6 g, 28.7 mmol) in 100 mL of tetrahydrofuran at −78° C. was added bis(2,2,2-trifluoroethyl) (methoxycarbonylmethyl)phosphonate (2.0 g, 6.31 mmol). Potassium bis(trimethylsilyl)amide (12.6 mL of a 0.5M solution in toluene, 6.31 mmol) was added dropwise over 15 min and the mixture was stirred an additional 30 min at −78° C. Then there was added tert-butyl 8-formyl-3,4-dihydro-1(2H)-quinolinecarboxylate from EXAMPLE 1, Part B (1.5 g, 5.74 mmol) in 10 mL of tetrahydrof...